Dataset: the Open Reaction Database (ORD), a public repository of structured organic reaction records. Task: describe an organic reaction: reactants, conditions, products, and yield Reactants: C(C)C1=CC(=C(C=O)C=C1)OCC1OCOCC1 (4-ethyl-2-(1,3-dioxan-4-ylmethoxy)benzaldehyde). The reagents and catalysts are [Pd] (palladium on carbon). Run in C(C)O (ethanol). The product is C(C)C1=CC(=C(C=C1)CO)OCC1OCOCC1 (4-ethyl-2-(1,3-dioxan-4-ylmethoxy)phenylmethanol). RXN SMILES: [CH2:1]([C:3]1[CH:10]=[CH:9][C:6]([CH:7]=[O:8])=[C:5]([O:11][CH2:12][CH:13]2[CH2:18][CH2:17][O:16][CH2:15][O:14]2)[CH:4]=1)[CH3:2]>C(O)C.[Pd]>[CH2:1]([C:3]1[CH:10]=[CH:9][C:6]([CH2:7][OH:8])=[C:5]([O:11][CH2:12][CH:13]2[CH2:18][CH2:17][O:16][CH2:15][O:14]2)[CH:4]=1)[CH3:2]. Reported procedure: Using a Parr hydrogenator, 3.4 grams (0.014 mole) of 4-ethyl-2-(1,3-dioxan-4-ylmethoxy)benzaldehyde in 200 mL of ethanol was hydrogenated in the presence of 5% palladium on carbon for two hours at 50 psi. The yield of subject compound was 2.3 grams, following purification by column chromatography on silica gel. The NMR spectrum was consistent with the proposed structure. Starting materials: FC=1C=C(C=CC1C(F)(F)F)CC(=O)NC1=C2C=CN(C(C2=CC=C1C)=O)[C@@H](CN1CCN(CC1)C(=O)OC(C)(C)C)C ((R)-tert-butyl 4-(2-(5-(2-(3-fluoro-4-(trifluoromethyl)phenyl)acetamido)-6-methyl-1-oxoisoquinolin-2(1H)-yl)propyl)piperazine-1-carboxylate), CO (methanol), Cl (hydrogen chloride), O1CCOCC1 (1,4-dioxane). Conditions: time 8 hour. The product is FC=1C=C(C=CC1C(F)(F)F)CC(=O)NC1=C2C=CN(C(C2=CC=C1C)=O)[C@@H](CN1CCNCC1)C ((R)-2-(3-Fluoro-4-(trifluoromethyl)phenyl)-N-(6-methyl-1-oxo-2-(1-(piperazin-1-yl)propan-2-yl)-1,2-dihydroisoquinolin-5-yl)acetamide). Reaction SMILES: [F:1][C:2]1[CH:3]=[C:4]([CH2:12][C:13]([NH:15][C:16]2[C:25]([CH3:26])=[CH:24][CH:23]=[C:22]3[C:17]=2[CH:18]=[CH:19][N:20]([C@H:28]([CH3:43])[CH2:29][N:30]2[CH2:35][CH2:34][N:33](C(OC(C)(C)C)=O)[CH2:32][CH2:31]2)[C:21]3=[O:27])=[O:14])[CH:5]=[CH:6][C:7]=1[C:8]([F:11])([F:10])[F:9].CO.Cl.O1CCOCC1>>[F:1][C:2]1[CH:3]=[C:4]([CH2:12][C:13]([NH:15][C:16]2[C:25]([CH3:26])=[CH:24][CH:23]=[C:22]3[C:17]=2[CH:18]=[CH:19][N:20]([C@H:28]([CH3:43])[CH2:29][N:30]2[CH2:35][CH2:34][NH:33][CH2:32][CH2:31]2)[C:21]3=[O:27])=[O:14])[CH:5]=[CH:6][C:7]=1[C:8]([F:10])([F:9])[F:11]. Procedure: To a solution of (R)-tert-butyl 4-(2-(5-(2-(3-fluoro-4-(trifluoromethyl)phenyl)acetamido)-6-methyl-1-oxoisoquinolin-2(1H)-yl)propyl)piperazine-1-carboxylate (100 mg, 0.0002 mol) in methanol (6 mL, 0.1 mol) was added 4M hydrogen chloride in 1,4-dioxane(6 mL, 0.02 mol) at 0° C. The mixture was stirred at room temperature overnight. The volatiles were removed under reduced pressure and the residue was purified by reverse phase preparative HPLC to afford the desired product as a white solid. Reactants: ClCCl, O=S(Cl)Cl, OCc1ccc(Oc2nc3ncccc3s2)cc1. Product: ClCc1ccc(Oc2nc3ncccc3s2)cc1. RXN SMILES: [Cl:23][CH2:24][Cl:25].[S:19]([Cl:20])([Cl:21])=[O:22].[s:1]1[c:2]([O:10][c:11]2[cH:12][cH:13][c:14]([CH2:17][OH:18])[cH:15][cH:16]2)[n:3][c:4]2[n:5][cH:6][cH:7][cH:8][c:9]12>>[s:1]1[c:2]([O:10][c:11]2[cH:12][cH:13][c:14]([CH2:17][Cl:21])[cH:15][cH:16]2)[n:3][c:4]2[n:5][cH:6][cH:7][cH:8][c:9]12. Starting materials: FC1=CC=C(COCC2=CC=CC(=N2)NC(C(C)(C)C)=O)C=C1 (N-[6-(4-Fluoro-benzyloxymethyl)-pyridin-2-yl]-2,2-dimethyl-propionamide), [OH-].[Na+] (NaOH). Yields the product FC1=CC=C(COCC2=CC=CC(=N2)N)C=C1 (6-(4-Fluoro-benzyloxymethyl)-pyridin-2-ylamine). As a reaction SMILES: [F:1][C:2]1[CH:23]=[CH:22][C:5]([CH2:6][O:7][CH2:8][C:9]2[N:14]=[C:13]([NH:15]C(=O)C(C)(C)C)[CH:12]=[CH:11][CH:10]=2)=[CH:4][CH:3]=1.[OH-].[Na+]>>[F:1][C:2]1[CH:3]=[CH:4][C:5]([CH2:6][O:7][CH2:8][C:9]2[N:14]=[C:13]([NH2:15])[CH:12]=[CH:11][CH:10]=2)=[CH:22][CH:23]=1 |f:1.2|. Procedure details: This material was prepared in analogy to example 86 step B] from N-[6-(4-Fluoro-benzyloxymethyl)-pyridin-2-yl]-2,2-dimethyl-propionamide (0.825 g) and 3M aqueous NaOH (4.35 mL) as a yellow oil (0.596 g). MS (ESI): 233.1 (MH+). Starting materials: C=CC#N, CC[O-], CCOC(=O)C(c1ccc(F)cc1)c1ccc(F)cc1, [Na+], C1COCCO1. Product: CCOC(=O)C(CCC#N)(c1ccc(F)cc1)c1ccc(F)cc1. As a reaction SMILES: [CH2:25]=[CH:26][C:27]#[N:28].[CH3:22][CH2:23][O-:24].[F:1][c:2]1[cH:3][cH:4][c:5]([CH:8]([C:9](=[O:10])[O:11][CH2:12][CH3:13])[c:14]2[cH:15][cH:16][c:17]([F:20])[cH:18][cH:19]2)[cH:6][cH:7]1.[Na+:21].[O:29]1[CH2:30][CH2:31][O:32][CH2:33][CH2:34]1>>[F:1][c:2]1[cH:3][cH:4][c:5]([C:8]([C:9](=[O:10])[O:11][CH2:12][CH3:13])([c:14]2[cH:15][cH:16][c:17]([F:20])[cH:18][cH:19]2)[CH2:25][CH2:26][C:27]#[N:28])[cH:6][cH:7]1. Starting materials: C=CC(=O)N1CCC(N(C)C(=O)c2ccc(Cl)cc2)C(c2ccc(Cl)c(Cl)c2)C1, O=C([O-])[O-], [K+], [K+], O=C1CCCN1, CN(C)C=O, O. The product is CN(C(=O)c1ccc(Cl)cc1)C1CCN(C(=O)CCN2CCCC2=O)CC1c1ccc(Cl)c(Cl)c1. As a reaction SMILES: [C:1]([CH:2]=[CH2:3])(=[O:4])[N:5]1[CH2:6][CH:7]([c:22]2[cH:23][c:24]([Cl:29])[c:25]([Cl:28])[cH:26][cH:27]2)[CH:8]([N:11]([C:12]([c:13]2[cH:14][cH:15][c:16]([Cl:19])[cH:17][cH:18]2)=[O:20])[CH3:21])[CH2:9][CH2:10]1.[C:30](=[O:31])([O-:32])[O-:33].[K+:34].[K+:35].[NH:36]1[C:37](=[O:41])[CH2:38][CH2:39][CH2:40]1.[O:43]=[CH:44][N:45]([CH3:46])[CH3:47].[OH2:42]>>[C:1]([CH2:2][CH2:3][N:36]1[C:37](=[O:41])[CH2:38][CH2:39][CH2:40]1)(=[O:4])[N:5]1[CH2:6][CH:7]([c:22]2[cH:23][c:24]([Cl:29])[c:25]([Cl:28])[cH:26][cH:27]2)[CH:8]([N:11]([C:12]([c:13]2[cH:14][cH:15][c:16]([Cl:19])[cH:17][cH:18]2)=[O:20])[CH3:21])[CH2:9][CH2:10]1. Starting materials: [N+](=O)([O-])C([N+](=O)[O-])[N+](=O)[O-] (trinitromethane), C(=O)C=C (acrolein). Run in O (water). Conditions: temperature 9 celsius. Yields the product [N+](=O)([O-])C(CCC=O)([N+](=O)[O-])[N+](=O)[O-] (4,4,4-Trinitrobutyraldehyde). The yield is 90.7%. As a reaction SMILES: [N+:1]([CH:4]([N+:8]([O-:10])=[O:9])[N+:5]([O-:7])=[O:6])([O-:3])=[O:2].[CH:11]([CH:13]=[CH2:14])=[O:12]>O>[N+:1]([C:4]([N+:8]([O-:10])=[O:9])([N+:5]([O-:7])=[O:6])[CH2:14][CH2:13][CH:11]=[O:12])([O-:3])=[O:2]. Reported procedure: A 12 L three-necked, round-bottom flask with a thermometer, mechanical stirrer, and 1000 ml addition funnel was charged with 6377 g of an 11% aqueous trinitromethane solution (701.5 g; 4.675 mol) and cooled in a dry-ice bath at 9° C. A solution of acrolein (274.1 g, 4.90 mol) in 2000 ml of water was added at a rate that maintained the temperature at 0° C. The dry-ice bath was removed and the stirred solution allowed to warm to room temperature overnight. The two phases were separated and the aqu...